describe an organic reaction: reactants, conditions, products, and yield From a dataset of the Open Reaction Database (ORD), a public repository of structured organic reaction records. The product is CCOP(=O)(C=Cc1cc(-n2c(=O)cc(C(F)(F)F)n(C)c2=O)c(F)cc1Cl)OCC. Reactants: CCOP(=O)(CP(=O)(OCC)OCC)OCC, Cc1ccccc1, Cn1c(C(F)(F)F)cc(=O)n(-c2cc(C=O)c(Cl)cc2F)c1=O, [H-], [Na+], O. As a reaction SMILES: [CH2:3]([P:4]([O:5][CH2:6][CH3:7])(=[O:8])[O:9][CH2:10][CH3:11])[P:12]([O:13][CH2:14][CH3:15])(=[O:16])[O:17][CH2:18][CH3:19].[CH3:44][c:45]1[cH:46][cH:47][cH:48][cH:49][cH:50]1.[Cl:20][c:21]1[c:22]([CH:23]=[O:24])[cH:25][c:26](-[n:30]2[c:31](=[O:42])[n:32]([CH3:41])[c:33]([C:37]([F:38])([F:39])[F:40])[cH:34][c:35]2=[O:36])[c:27]([F:29])[cH:28]1.[H-:1].[Na+:2].[OH2:43]>>[CH:3]([P:12]([O:13][CH2:14][CH3:15])(=[O:16])[O:17][CH2:18][CH3:19])=[CH:23][c:22]1[c:21]([Cl:20])[cH:28][c:27]([F:29])[c:26](-[n:30]2[c:31](=[O:42])[n:32]([CH3:41])[c:33]([C:37]([F:38])([F:39])[F:40])[cH:34][c:35]2=[O:36])[cH:25]1.